The task is: describe an organic reaction: reactants, conditions, products, and yield. This data is from the Open Reaction Database (ORD), a public repository of structured organic reaction records. Reactants: NC1OC=CCC1 (dihydroaminopyran), Aldehyde, C(C=C)#N (acrylonitrile), N12CCN(CC1)CC2 (1,4-diazabicyclo[2.2.2]octane), [OH-].[Na+] (sodium hydroxide), O1C(C=CC2=C1C=CC=C2)C(=O)O (benzopyran carboxylic acid), O1C(C=CC2=C1C=CC=C2)C(=O)O (benzopyran carboxylic acid), Aldehyde, C(#N)C1OC2=C(C=C1)C=CC=C2 (cyanobenzopyran). The reagents and catalysts are [Pd] (Pd/C). Solvent: C(C)O (ethanol). Product: O1C(CCC2=CC=CC=C12)C(=O)O (chroman carboxylic acid). As a reaction SMILES: NC1CCC=CO1.C(#N)C=C.N12CCN(CC1)CC2.C(C1C=CC2C=CC=CC=2O1)#N.[O:32]1[C:37]2[CH:38]=[CH:39][CH:40]=[CH:41][C:36]=2[CH:35]=[CH:34][CH:33]1[C:42]([OH:44])=[O:43].[OH-].[Na+]>C(O)C.[Pd]>[O:32]1[C:37]2[C:36](=[CH:41][CH:40]=[CH:39][CH:38]=2)[CH2:35][CH2:34][CH:33]1[C:42]([OH:44])=[O:43] |f:5.6|. Reported procedure: An alternative route to the dihydroaminopyran, O, again starting with Aldehyde M, is described in Thorberg et al., supra. Aldehyde M is reacted with acrylonitrile and 1,4-diazabicyclo[2.2.2]octane (DABCO) at reflux. The cyanobenzopyran is converted to the corresponding benzopyran carboxylic acid with aqueous sodium hydroxide. The benzopyran carboxylic acid (Q) is esterified using a mineral acid in ethanol and reduced by hydrogenation over 5% Pd/C to provide a chroman carboxylic acid. The chroman... Reactants: C(=C)C1=C(C(=C(C#N)C=C1)OC)C (4-ethenyl-3-methyl-2-(methyloxy)benzonitrile), C1=CC(=CC(=C1)Cl)C(=O)OO (m-CPBA). The solvent is C(Cl)Cl (DCM). Conditions: time 120 hour. Product: CC=1C(=C(C#N)C=CC1C1OC1)OC (3-methyl-2-(methyloxy)-4-oxiran-2-ylbenzonitrile). Reaction SMILES: [CH:1]([C:3]1[CH:10]=[CH:9][C:6]([C:7]#[N:8])=[C:5]([O:11][CH3:12])[C:4]=1[CH3:13])=[CH2:2].C1C=C(Cl)C=C(C(OO)=[O:22])C=1>C(Cl)Cl>[CH3:13][C:4]1[C:5]([O:11][CH3:12])=[C:6]([CH:9]=[CH:10][C:3]=1[CH:1]1[CH2:2][O:22]1)[C:7]#[N:8]. Procedure: A mixture of 4-ethenyl-3-methyl-2-(methyloxy)benzonitrile (3.90 g, 22.5 mmol) and m-CPBA (85%, 11.7 g, 67.6 mmol) in 300 mL of DCM was stirred at room temperature for 120 hours. The reaction mixture was cooled to 0° C. and was washed subsequently with saturated NaHCO3 (50 mL), saturated Na2SO3 (50 mL), 5% NaOH (50 mL×2) and brine (50 mL), dried over anhydrous Na2SO4 and concentrated. The residue was purified by column chromatography (PE:EtOAc=20:1) to afford 3-methyl-2-(methyloxy)-4-oxiran-2-ylb... Product: CC(C)(C)OC(=O)N1CCC(Nc2ncc(C#N)c(N)n2)CC1. The reactants are CC(C)(C)OC(=O)N1CCC(N)CC1, N#Cc1cnc(Cl)nc1N, CN(C)C=O. RXN SMILES: [C:11]([CH3:12])([CH3:13])([CH3:14])[O:15][C:16](=[O:17])[N:18]1[CH2:19][CH2:20][CH:21]([NH2:24])[CH2:22][CH2:23]1.[NH2:1][c:2]1[n:3][c:4]([Cl:10])[n:5][cH:6][c:7]1[C:8]#[N:9].[O:25]=[CH:26][N:27]([CH3:28])[CH3:29]>>[NH2:1][c:2]1[n:3][c:4]([NH:24][CH:21]2[CH2:20][CH2:19][N:18]([C:16]([O:15][C:11]([CH3:12])([CH3:13])[CH3:14])=[O:17])[CH2:23][CH2:22]2)[n:5][cH:6][c:7]1[C:8]#[N:9]. Reactants: CN(S(=O)(=O)CCCNCC1=CC=2N=C(N=C(C2S1)N1CCOCC1)Cl)C (3-[(2-Chloro-4-morpholin-4-yl-thieno[3,2-d]pyrimidin-6-ylmethyl)-amino]-propane-1-sulfonic acid dimethylamide), CC1(OB(OC1(C)C)C1=C2C=NNC2=CC=C1)C (4-(4,4,5,5-tetramethyl-[1,3,2]dioxaborolan-2-yl)-1H-indazole). Product: N1N=CC2=C(C=CC=C12)C=1N=C(C2=C(N1)C=C(S2)CNCCCS(=O)(=O)N(C)C)N2CCOCC2 (N-((2-(1H-indazol-4-yl)-4-morpholinothieno[3,2-d]pyrimidin-6-yl)methyl)-3-(dimethylaminosulfonyl)propan-1-amine). Reaction SMILES: [CH3:1][N:2]([CH3:27])[S:3]([CH2:6][CH2:7][CH2:8][NH:9][CH2:10][C:11]1[S:19][C:18]2[C:17]([N:20]3[CH2:25][CH2:24][O:23][CH2:22][CH2:21]3)=[N:16][C:15](Cl)=[N:14][C:13]=2[CH:12]=1)(=[O:5])=[O:4].CC1(C)C(C)(C)OB([C:36]2[CH:44]=[CH:43][CH:42]=[C:41]3[C:37]=2[CH:38]=[N:39][NH:40]3)O1>>[NH:40]1[C:41]2[C:37](=[C:36]([C:15]3[N:16]=[C:17]([N:20]4[CH2:25][CH2:24][O:23][CH2:22][CH2:21]4)[C:18]4[S:19][C:11]([CH2:10][NH:9][CH2:8][CH2:7][CH2:6][S:3]([N:2]([CH3:27])[CH3:1])(=[O:5])=[O:4])=[CH:12][C:13]=4[N:14]=3)[CH:44]=[CH:43][CH:42]=2)[CH:38]=[N:39]1. Procedure details: 3-[(2-Chloro-4-morpholin-4-yl-thieno[3,2-d]pyrimidin-6-ylmethyl)-amino]-propane-1-sulfonic acid dimethylamide was reacted with 4-(4,4,5,5-tetramethyl-[1,3,2]dioxaborolan-2-yl)-1H-indazole in general procedure A. Purification by column chromatography yielded 385. NMR: CDCl3: 1.99-2.01 (2 H, m, CH2), 2.78-2.81 (2 H, m, CH2), 2.82 (6 H, s, Me), 2.98-3.01 (2 H, m, CH2), 3.84-3.88 (4 H, m, CH2), 4.02-4.05 (4 H, m, CH2), 4.07 (2 H, s, CH2), 7.45 (1 H, s, Ar), 7.50 (1 H, apparent triplet, J 8.2, Ar), 7... Starting materials: [Ba+2], CCC(CC)c1cc(C)nn2c(I)c(C)nc12, Cc1ccc2sc(B(O)O)c(C)c2c1, COCCOC, [OH-], [OH-], O, c1ccc(P(c2ccccc2)c2ccccc2)cc1. Product: CCC(CC)c1cc(C)nn2c(-c3sc4ccc(C)cc4c3C)c(C)nc12. Reaction SMILES: [Ba+2:52].[CH2:1]([CH3:2])[CH:3]([CH2:4][CH3:5])[c:6]1[c:7]2[n:8]([n:9][c:10]([CH3:12])[cH:11]1)[c:13]([I:17])[c:14]([CH3:16])[n:15]2.[CH3:18][c:19]1[c:20]([B:29]([OH:30])[OH:31])[s:21][c:22]2[c:23]1[cH:24][c:25]([CH3:28])[cH:26][cH:27]2.[CH3:54][O:55][CH2:56][CH2:57][O:58][CH3:59].[OH-:51].[OH-:53].[OH2:60].[c:32]1([P:33]([c:34]2[cH:35][cH:36][cH:37][cH:38][cH:39]2)[c:40]2[cH:41][cH:42][cH:43][cH:44][cH:45]2)[cH:46][cH:47][cH:48][cH:49][cH:50]1>>[CH2:1]([CH3:2])[CH:3]([CH2:4][CH3:5])[c:6]1[c:7]2[n:8]([n:9][c:10]([CH3:12])[cH:11]1)[c:13](-[c:20]1[c:19]([CH3:18])[c:23]3[c:22]([s:21]1)[cH:27][cH:26][c:25]([CH3:28])[cH:24]3)[c:14]([CH3:16])[n:15]2. Starting materials: NC(CN1C=C(C=CC1=NS(=O)(=O)C1=CC=C(C=C1)C)OC1=C(C=C(C=C1)NC(OCC1=CC=CC=C1)=O)F)=O (benzyl (4-{[1-(2-amino-2-oxoethyl)-6-{[(4-methylphenyl)sulfonyl]imino}-1,6-dihydropyridin-3-yl]oxy}-3-fluorophenyl)carbamate), FC(C(=O)OC(C(F)(F)F)=O)(F)F (trifluoroacetic acid anhydride). Run in O1CCCC1 (tetrahydrofuran). Reaction conditions: time 3 hour. The product is NC=1N=C2N(C=C(C=C2)OC2=C(C=C(C=C2)NC(OCC2=CC=CC=C2)=O)F)C1 (benzyl {4-[(2-aminoimidazo[1,2-a]pyridin-6-yl)oxy]-3-fluorophenyl}carbamate). Isolated yield 51.4%. As a reaction SMILES: [NH2:1][C:2](=O)[CH2:3][N:4]1[C:9](=[N:10]S(C2C=CC(C)=CC=2)(=O)=O)[CH:8]=[CH:7][C:6]([O:21][C:22]2[CH:27]=[CH:26][C:25]([NH:28][C:29](=[O:38])[O:30][CH2:31][C:32]3[CH:37]=[CH:36][CH:35]=[CH:34][CH:33]=3)=[CH:24][C:23]=2[F:39])=[CH:5]1.FC(F)(F)C(OC(=O)C(F)(F)F)=O>O1CCCC1>[NH2:1][C:2]1[N:10]=[C:9]2[CH:8]=[CH:7][C:6]([O:21][C:22]3[CH:27]=[CH:26][C:25]([NH:28][C:29](=[O:38])[O:30][CH2:31][C:32]4[CH:33]=[CH:34][CH:35]=[CH:36][CH:37]=4)=[CH:24][C:23]=3[F:39])=[CH:5][N:4]2[CH:3]=1. Procedure: To a solution of benzyl (4-{[1-(2-amino-2-oxoethyl)-6-{[(4-methylphenyl)sulfonyl]imino}-1,6-dihydropyridin-3-yl]oxy}-3-fluorophenyl)carbamate (28.0 g, 49.6 mmol) in tetrahydrofuran (280 mL) was added trifluoroacetic acid anhydride (196 mL), and the mixture was stirred at room temperature for 3 hr. The solvent was evaporated under reduced pressure, ethyl acetate/tetrahydrofuran was added to the residue, and the mixture was washed with saturated aqueous sodium hydrogen carbonate and saturated brin... Run in C(C)OCC (diethyl ether). Reaction SMILES: [F:1][C:2]1[N:6]([CH3:7])[N:5]=[C:4]([C:8]([F:11])([F:10])[F:9])[C:3]=1[CH2:12]O.P(Br)(Br)[Br:15].O>C(OCC)C>[Br:15][CH2:12][C:3]1[C:4]([C:8]([F:11])([F:10])[F:9])=[N:5][N:6]([CH3:7])[C:2]=1[F:1]. Yield: 67.3%. The reactants are P(Br)(Br)Br (phosphorus tribromide), FC1=C(C(=NN1C)C(F)(F)F)CO (5-fluoro-1-methyl-3-trifluoromethyl-1H-pyrazole-4-methanol), O (water). Procedure details: A solution of 35.4 g (178.7 mmoles) of 5-fluoro-1-methyl-3-trifluoromethyl-1H-pyrazole-4-methanol dissolved in 500 ml of diethyl ether was cooled to −30° C. Thereto was added 54.0 g (199.5 mmoles) of phosphorus tribromide. The mixture was stirred at room temperature for 12 hours to give rise to a reaction. After confirmation of the completion of the reaction, the reaction mixture was poured into water, followed by extraction with diethyl ether. The resulting organic layer was washed with water a... Reaction conditions: temperature -30 celsius, time 12 hour. Product: BrCC=1C(=NN(C1F)C)C(F)(F)F (4-bromomethyl-5-fluoro-1-methyl-3-trifluoromethyl-1H-pyrazole).